Dataset: the Open Reaction Database (ORD), a public repository of structured organic reaction records. Task: describe an organic reaction: reactants, conditions, products, and yield The reactants are Cc1ccccc1, O=C(Cl)Cl, C1=Cc2ccccc2Nc2ccccc21, c1ccccc1. Yields the product O=C(Cl)N1c2ccccc2C=Cc2ccccc21. As a reaction SMILES: [CH3:20][c:21]1[cH:22][cH:23][cH:24][cH:25][cH:26]1.[Cl:16][C:17]([Cl:18])=[O:19].[cH:1]1[cH:2][cH:3][cH:4][c:5]2[c:11]1[CH:10]=[CH:9][c:8]1[c:7]([cH:15][cH:14][cH:13][cH:12]1)[NH:6]2.[cH:27]1[cH:28][cH:29][cH:30][cH:31][cH:32]1>>[cH:1]1[cH:2][cH:3][cH:4][c:5]2[c:11]1[CH:10]=[CH:9][c:8]1[c:7]([cH:15][cH:14][cH:13][cH:12]1)[N:6]2[C:17]([Cl:16])=[O:19]. The reactants are CC(=O)Nc1ccccc1Oc1ccc(-c2nnnn2Cc2ccccc2)c(-c2nnnn2Cc2ccccc2)c1, CCO, Cl. Product: Nc1ccccc1Oc1ccc(-c2nnnn2Cc2ccccc2)c(-c2nnnn2Cc2ccccc2)c1. Reaction SMILES: [CH2:1]([c:2]1[cH:3][cH:4][cH:5][cH:6][cH:7]1)[n:8]1[n:9][n:10][n:11][c:12]1-[c:13]1[cH:14][c:15]([O:16][c:17]2[c:18]([NH:23][C:24](=[O:25])[CH3:26])[cH:19][cH:20][cH:21][cH:22]2)[cH:27][cH:28][c:29]1-[c:30]1[n:31][n:32][n:33][n:34]1[CH2:35][c:36]1[cH:37][cH:38][cH:39][cH:40][cH:41]1.[CH3:43][CH2:44][OH:45].[ClH:42]>>[CH2:1]([c:2]1[cH:3][cH:4][cH:5][cH:6][cH:7]1)[n:8]1[n:9][n:10][n:11][c:12]1-[c:13]1[cH:14][c:15]([O:16][c:17]2[c:18]([NH2:23])[cH:19][cH:20][cH:21][cH:22]2)[cH:27][cH:28][c:29]1-[c:30]1[n:31][n:32][n:33][n:34]1[CH2:35][c:36]1[cH:37][cH:38][cH:39][cH:40][cH:41]1. The reactants are C(C)(=O)C=1C=CC2=C(CCC3=C(S2(=O)=O)C=C(C=C3)C#N)C1 (8-acetyl-3-cyano-10,11-dihydrodibenzo[b,f]thiepin-5,5-dioxide), S(O)(O)(=O)=O (sulfuric acid), C(C)(=O)O (acetic acid). Yields the product C(C)(=O)C=1C=CC2=C(CCC3=C(S2(=O)=O)C=C(C=C3)C(=O)O)C1 (8-Acetyl-10,11-dihydrodibenzo[b,f]thiepin-3-carboxylic Acid 5,5-Dioxide). RXN SMILES: [C:1]([C:4]1[CH:5]=[CH:6][C:7]2[S:13](=[O:15])(=[O:14])[C:12]3[CH:16]=C(C#N)[CH:18]=[CH:19][C:11]=3[CH2:10][CH2:9][C:8]=2[CH:22]=1)(=[O:3])[CH3:2].S(=O)(=O)(O)O.[C:28]([OH:31])(=[O:30])[CH3:29]>>[C:1]([C:4]1[CH:5]=[CH:6][C:7]2[S:13](=[O:14])(=[O:15])[C:12]3[CH:16]=[C:29]([C:28]([OH:31])=[O:30])[CH:18]=[CH:19][C:11]=3[CH2:10][CH2:9][C:8]=2[CH:22]=1)(=[O:3])[CH3:2]. Reported procedure: Suspend 2.2 g. of 8-acetyl-3-cyano-10,11-dihydrodibenzo[b,f]thiepin-5,5-dioxide in 60 ml. of acetic acid and 60 ml. of 50% sulfuric acid. Reflux under a nitrogen atmosphere for 6 hours. Cool to room temperature. Evaporate the acetic acid, dilute with water and separate the solids by filtration. Wash with water and air dry. Suspend the solid in ether (200 ml.), stir at room temperature and filter to obtain the title product. (m.p. 219°-221° C.) The reactants are C(C)C1=C(C(=CC(=C1)C)CC)C(C(=O)NN)=O (2-(2,6-diethyl-4-methylphenyl)-2-oxoacetohydrazide), C=O (formalin). Solvent: CO (methanol), CO (Methanol). Reaction conditions: time 5 hour. Product: C(C)C1=C(C(=CC(=C1)C)CC)C(C(=O)NN=C)=O (1-[2-(2,6-diethyl-4-methylphenyl)-2-oxoacetyl]-2-methylidenehydrazine). As a reaction SMILES: [CH2:1]([C:3]1[CH:8]=[C:7]([CH3:9])[CH:6]=[C:5]([CH2:10][CH3:11])[C:4]=1[C:12](=[O:17])[C:13]([NH:15][NH2:16])=[O:14])[CH3:2].[CH2:18]=O>CO>[CH2:1]([C:3]1[CH:8]=[C:7]([CH3:9])[CH:6]=[C:5]([CH2:10][CH3:11])[C:4]=1[C:12](=[O:17])[C:13]([NH:15][N:16]=[CH2:18])=[O:14])[CH3:2]. Procedure: To a 100 mL volume three-necked flask, 10.0 g of 2-(2,6-diethyl-4-methylphenyl)-2-oxoacetohydrazide ((12-1)-(11)-39), 38 ml of methanol and 6.93 g of 37 wt % formalin aqueous solution were added and the mixture was stirred at room temperature for 5 hours. Methanol was added to the reaction mixture and cooled on ice-bath. The precipitated crystals were collected by filtration, washed with cool methanol, and dried under reduced pressure to give 1.22 g of 1-[2-(2,6-diethyl-4-methylphenyl)-2-oxoacet...